From a dataset of the Open Reaction Database (ORD), a public repository of structured organic reaction records. describe an organic reaction: reactants, conditions, products, and yield Reactants: ClC1=NC=C(C(=N1)C(=O)OCC)C(=O)OCC (diethyl 2-chloropyrimidine-4,5-dicarboxylate), NN (hydrazine). Run in C1CCOC1 (THF). Product: N(N)C1=NC=C(C(=N1)C(=O)OCC)C(=O)OCC (DIETHYL 2-HYDRAZINOPYRIMIDINE-4,5-DICARBOXYLATE). Isolated yield 96.0%. Reaction SMILES: Cl[C:2]1[N:7]=[C:6]([C:8]([O:10][CH2:11][CH3:12])=[O:9])[C:5]([C:13]([O:15][CH2:16][CH3:17])=[O:14])=[CH:4][N:3]=1.[NH2:18][NH2:19]>C1COCC1>[NH:18]([C:2]1[N:7]=[C:6]([C:8]([O:10][CH2:11][CH3:12])=[O:9])[C:5]([C:13]([O:15][CH2:16][CH3:17])=[O:14])=[CH:4][N:3]=1)[NH2:19]. Reported procedure: The title compound was prepared as described in Example 18, but employing a solution of diethyl 2-chloropyrimidine-4,5-dicarboxylate (0.21 g, 0.83 mmol) and hydrazine (0.13 g, 4.2 mmol) in THF (10 mL) resulting in 96% yield (0.20 g); 1H NMR (CDCl3) δ 8.93 (bs, 1H), 8.34 (bs, 1H), 4.40 (m, 4H), 4.18 (bs, 2H), 1.35 (m, 6H).